From a dataset of the Open Reaction Database (ORD), a public repository of structured organic reaction records. describe an organic reaction: reactants, conditions, products, and yield Reactants: COC(C(CC(C)C)C=1C=C(C=C(C1)OS(=O)(=O)C(F)(F)F)C1=CC(=CC(=C1)C(F)(F)F)C(F)(F)F)=O (4-Methyl-2-(5-trifluoromethanesulfonyloxy-3′,5′-bis-trifluoromethyl-bi phenyl-3-yl)-pentanoic acid methyl ester), FC1=CC(=C(N)C=C1)C(F)(F)F (4-fluoro-2-trifluoromethyl-aniline). Product: COC(C(CC(C)C)C=1C=C(C=C(C1)NC1=C(C=C(C=C1)F)C(F)(F)F)C1=CC(=CC(=C1)C(F)(F)F)C(F)(F)F)=O (2-[5-(4-Fluoro-2-trifluoromethyl-phenylamino)-3′,5′-bis-trifluoromethyl-biphenyl-3-yl]-4-methyl-pentanoic acid methyl ester). Yield: 46.0%. As a reaction SMILES: [CH3:1][O:2][C:3](=[O:37])[CH:4]([C:9]1[CH:10]=[C:11]([C:23]2[CH:28]=[C:27]([C:29]([F:32])([F:31])[F:30])[CH:26]=[C:25]([C:33]([F:36])([F:35])[F:34])[CH:24]=2)[CH:12]=[C:13](OS(C(F)(F)F)(=O)=O)[CH:14]=1)[CH2:5][CH:6]([CH3:8])[CH3:7].[F:38][C:39]1[CH:45]=[CH:44][C:42]([NH2:43])=[C:41]([C:46]([F:49])([F:48])[F:47])[CH:40]=1>>[CH3:1][O:2][C:3](=[O:37])[CH:4]([C:9]1[CH:10]=[C:11]([C:23]2[CH:28]=[C:27]([C:29]([F:31])([F:30])[F:32])[CH:26]=[C:25]([C:33]([F:34])([F:35])[F:36])[CH:24]=2)[CH:12]=[C:13]([NH:43][C:42]2[CH:44]=[CH:45][C:39]([F:38])=[CH:40][C:41]=2[C:46]([F:47])([F:48])[F:49])[CH:14]=1)[CH2:5][CH:6]([CH3:8])[CH3:7]. Procedure details: The title compound was prepared in 46% yield from 4-methyl-2-(5-trifluoromethanesulfonyloxy-3′,5′-bis-trifluoromethyl-biphenyl-3-yl)-pentanoic acid methyl ester (prepared in Example 43, step (a)) and 4-fluoro-2-trifluoromethyl-aniline under the conditions described in Example 37, step (b). Starting materials: FC1=C(C(=CC=C1)F)C1=NC2=C(C=3C=CC(=CC13)C=O)N(N=C2NC2CCN(CC2)S(=O)(=O)CC)COCC[Si](C)(C)C (5-(2,6-difluorophenyl)-3-{[1-(ethylsulphonyl)piperidin-4-yl]amino}-1-{[2-(trimethylsilyl)ethoxy]methyl}-1H-pyrazolo[4,3-c]isoquinoline-7-carbaldehyde), Cl (HCl). Run in O (water). Conditions: temperature 100 celsius. Yields the product FC1=C(C(=CC=C1)F)C1=NC2=C(C=3C=CC(=CC13)C=O)NN=C2NC2CCN(CC2)S(=O)(=O)CC (5-(2,6-difluorophenyl)-3-{[1-(ethylsulphonyl)piperidin-4-yl]amino}-1H-pyrazolo[4,3-c]isoquinoline-7-carbaldehyde). RXN SMILES: [F:1][C:2]1[CH:7]=[CH:6][CH:5]=[C:4]([F:8])[C:3]=1[C:9]1[C:18]2[CH:17]=[C:16]([CH:19]=[O:20])[CH:15]=[CH:14][C:13]=2[C:12]2[N:21](COCC[Si](C)(C)C)[N:22]=[C:23]([NH:24][CH:25]3[CH2:30][CH2:29][N:28]([S:31]([CH2:34][CH3:35])(=[O:33])=[O:32])[CH2:27][CH2:26]3)[C:11]=2[N:10]=1.Cl>O>[F:8][C:4]1[CH:5]=[CH:6][CH:7]=[C:2]([F:1])[C:3]=1[C:9]1[C:18]2[CH:17]=[C:16]([CH:19]=[O:20])[CH:15]=[CH:14][C:13]=2[C:12]2[NH:21][N:22]=[C:23]([NH:24][CH:25]3[CH2:30][CH2:29][N:28]([S:31]([CH2:34][CH3:35])(=[O:32])=[O:33])[CH2:27][CH2:26]3)[C:11]=2[N:10]=1. Procedure details: A microwave tube with a maximum capacity of 20 ml is charged with 195 mg of 5-(2,6-difluorophenyl)-3-{[1-(ethylsulphonyl)piperidin-4-yl]amino}-1-{[2-(trimethylsilyl)ethoxy]methyl}-1H-pyrazolo[4,3-c]isoquinoline-7-carbaldehyde, and 10 ml of 5N aqueous HCl solution. The mixture is microwave-heated at 100° C. for 20 min and then poured into water and extracted with AcOEt. The organic phase is washed with saturated NaCl solution, dried over MgSO4, filtered and concentrated under RP. The product is p... Reactants: COC1=C(C(=CC(=C1)C1CC(=NO1)C1=CC(=C(C(=C1)OC)OC)OC)OC)O (2,6-Dimethoxy-4-[3-(3,4,5-trimethoxy-phenyl)-4,5-dihydro-isoxazol-5-yl]-phenol), C([O-])([O-])=O.[K+].[K+] (potassium carbonate), BrCCCCCOC1=C(C=C(C=C1)C1NC2=CC=CC=C2C(N1)=O)OC (2-[4-(5-Bromo-pentyloxy)-3-methoxy-phenyl]-2,3-dihydro-1H-quinazolin-4-one), ice. Run in CN(C)C=O (DMF), C(C)(=O)OCC.CCCCCC (ethyl acetate hexane). Conditions: temperature 30 celsius, time 30 hour. The product is COC1=C(OCCCCCOC2=C(C=C(C=C2)C2NC3=CC=CC=C3C(N2)=O)OC)C(=CC(=C1)C1CC(=NO1)C1=CC(=C(C(=C1)OC)OC)OC)OC (2-[4-(5-{2,6-Dimethoxy-4-[3-(3,4,5-trimethoxy-phenyl)-4,5-dihydro-isoxazol-5-yl]-phenoxy}-pentyloxy)-3-methoxy-phenyl]-2,3-dihydro-1H-quinazolin-4-one). The yield is 78.3%. As a reaction SMILES: [CH3:1][O:2][C:3]1[CH:8]=[C:7]([CH:9]2[O:13][N:12]=[C:11]([C:14]3[CH:19]=[C:18]([O:20][CH3:21])[C:17]([O:22][CH3:23])=[C:16]([O:24][CH3:25])[CH:15]=3)[CH2:10]2)[CH:6]=[C:5]([O:26][CH3:27])[C:4]=1[OH:28].C(=O)([O-])[O-].[K+].[K+].Br[CH2:36][CH2:37][CH2:38][CH2:39][CH2:40][O:41][C:42]1[CH:47]=[CH:46][C:45]([CH:48]2[NH:57][C:56](=[O:58])[C:55]3[C:50](=[CH:51][CH:52]=[CH:53][CH:54]=3)[NH:49]2)=[CH:44][C:43]=1[O:59][CH3:60]>CN(C=O)C.C(OCC)(=O)C.CCCCCC>[CH3:1][O:2][C:3]1[CH:8]=[C:7]([CH:9]2[O:13][N:12]=[C:11]([C:14]3[CH:15]=[C:16]([O:24][CH3:25])[C:17]([O:22][CH3:23])=[C:18]([O:20][CH3:21])[CH:19]=3)[CH2:10]2)[CH:6]=[C:5]([O:26][CH3:27])[C:4]=1[O:28][CH2:36][CH2:37][CH2:38][CH2:39][CH2:40][O:41][C:42]1[CH:47]=[CH:46][C:45]([CH:48]2[NH:57][C:56](=[O:58])[C:55]3[C:50](=[CH:51][CH:52]=[CH:53][CH:54]=3)[NH:49]2)=[CH:44][C:43]=1[O:59][CH3:60] |f:1.2.3,6.7|. Procedure: 2,6-Dimethoxy-4-[3-(3,4,5-trimethoxy-phenyl)-4,5-dihydro-isoxazol-5-yl]-phenol (11b) (389.40 mg, 1.0 mmol) in DMF (20 mL) was added anhydrous potassium carbonate (690 mg, 5.0 mmol) and 2-[4-(5-Bromo-pentyloxy)-3-methoxy-phenyl]-2,3-dihydro-1H-quinazolin-4-one (2d) (419.31 mg, 1.0 mmol). The reaction mixture was stirred at a temperature of 30° C. for 30 h and the reaction was monitored by TLC using ethyl acetate-hexane (6:4) as a solvent system. Then to this ice is added and extracted with ethyl ... Reactants: ClC=1C=C2CCN(C2=CC1Cl)C(NC=1C=NC(=CC1)OC=1C(=NC=CC1)C)=O (5,6-Dichloro-1-[6-(2-methylpyridin-3-yloxy)pyridin-3-ylcarbamoyl]indoline), C(C)(=O)OCBr (bromomethyl acetate), [B-](C1=CC=CC=C1)(C2=CC=CC=C2)(C3=CC=CC=C3)C4=CC=CC=C4.[Na+] (sodium tetraphenylboron). The solvent is C(C)#N (acetonitrile). Product: [Cl-].ClC=1C=C2CCN(C2=CC1Cl)C(NC=1C=NC(=CC1)OC=1C(=[N+](C=CC1)COC(C)=O)C)=O (5,6-Dichloro-1-[6-[1-(acetyloxy)methyl-2-methylpyridinium-3-yl-oxy]pyridin-3-ylcarbamoyl]indoline chloride). Yield: 80.0%. RXN SMILES: [Cl:1][C:2]1[CH:3]=[C:4]2[C:8](=[CH:9][C:10]=1[Cl:11])[N:7]([C:12](=[O:28])[NH:13][C:14]1[CH:15]=[N:16][C:17]([O:20][C:21]3[C:22]([CH3:27])=[N:23][CH:24]=[CH:25][CH:26]=3)=[CH:18][CH:19]=1)[CH2:6][CH2:5]2.[C:29]([O:32][CH2:33]Br)(=[O:31])[CH3:30].[B-](C1C=CC=CC=1)(C1C=CC=CC=1)(C1C=CC=CC=1)C1C=CC=CC=1.[Na+]>C(#N)C>[Cl-:1].[Cl:1][C:2]1[CH:3]=[C:4]2[C:8](=[CH:9][C:10]=1[Cl:11])[N:7]([C:12](=[O:28])[NH:13][C:14]1[CH:15]=[N:16][C:17]([O:20][C:21]3[C:22]([CH3:27])=[N+:23]([CH2:33][O:32][C:29](=[O:31])[CH3:30])[CH:24]=[CH:25][CH:26]=3)=[CH:18][CH:19]=1)[CH2:6][CH2:5]2 |f:2.3,5.6|. Procedure: 5,6-Dichloro-1-[6-(2-methylpyridin-3-yloxy)pyridin-3-ylcarbamoyl]indoline (0.25 g, 0.6 mmol) was treated with bromomethyl acetate and sodium tetraphenylboron at reflux in acetonitrile (15 ml) for 10 h according to the procedure described in Example 1 to give the title compound (E3) (0.26 g, 80%) m.p. 125-135° C. which contained approximately 15% starting material as an off-white solid. The reactants are O=C([O-])O, CCOc1ccc(-c2nn3ncccc3c2C(=O)O)cc1, O=C1CCC(=O)N1I, [Na+], CN(C)C=O. Product: CCOc1ccc(-c2nn3ncccc3c2I)cc1. As a reaction SMILES: [C:30](=[O:31])([OH:32])[O-:33].[CH2:1]([CH3:2])[O:3][c:4]1[cH:5][cH:6][c:7](-[c:10]2[n:11][n:12]3[n:13][cH:14][cH:15][cH:16][c:17]3[c:18]2[C:19]([OH:20])=[O:21])[cH:8][cH:9]1.[I:22][N:23]1[C:24](=[O:25])[CH2:26][CH2:27][C:28]1=[O:29].[Na+:34].[O:35]=[CH:36][N:37]([CH3:38])[CH3:39]>>[CH2:1]([CH3:2])[O:3][c:4]1[cH:5][cH:6][c:7](-[c:10]2[n:11][n:12]3[n:13][cH:14][cH:15][cH:16][c:17]3[c:18]2[I:22])[cH:8][cH:9]1. Reactants: COc1cc(Br)cc2c1OCCC2=O, Cc1ccccc1, Cl, O, [Zn]. The product is COc1cc(Br)cc2c1OCCC2. Reaction SMILES: [Br:8][c:9]1[cH:10][c:11]2[c:16]([c:17]([O:19][CH3:20])[cH:18]1)[O:15][CH2:14][CH2:13][C:12]2=[O:21].[CH3:1][c:2]1[cH:3][cH:4][cH:5][cH:6][cH:7]1.[ClH:22].[OH2:23].[Zn:24]>>[Br:8][c:9]1[cH:10][c:11]2[c:16]([c:17]([O:19][CH3:20])[cH:18]1)[O:15][CH2:14][CH2:13][CH2:12]2. Reactants: ferric chloride, C(Cl)C1CO1 (Epichlorohydrin), C(C)(=O)O (acetic acid), ferric chloride. Reaction conditions: temperature 65 celsius, time 8 hour. Product: C(C)(=O)OCC(CCl)O (3-chloro-2-hydroxypropyl acetate). Yield: 100.3%. As a reaction SMILES: [CH2:1]([CH:3]1[O:5][CH2:4]1)[Cl:2].[C:6]([OH:9])(=[O:8])[CH3:7]>>[C:6]([O:9][CH2:4][CH:3]([OH:5])[CH2:1][Cl:2])(=[O:8])[CH3:7]. Procedure: Epichlorohydrin (92.5 g, 1.0 mol) was dissolved in 61.2 g (1.0 mol) of glacial acetic acid and 0.35 g of ferric chloride was added. The mixture was stirred at 65° C. overnight. Another 0.35 g of ferric chloride was added and the mixture was stirred another day. It was then concentrated by evaporation under reduced pressure to obtain 153 g 3-chloro-2-hydroxypropyl acetate as an oil. A few crystals of p-toluenesulfonic acid were added and then 81.5 g (1.13 mol) of ethyl vinyl ether was added dropw... The reactants are ClCCl, F, [Na+], [Na+], O=C([O-])[O-], N#CC1OC12CCCC2, c1ccncc1. Product: N#CC(O)C1(F)CCCC1. As a reaction SMILES: [Cl:23][CH2:24][Cl:25].[FH:1].[Na+:11].[Na+:12].[O-:13][C:14](=[O:15])[O-:16].[O:2]1[CH:3]([C:9]#[N:10])[C:4]12[CH2:5][CH2:6][CH2:7][CH2:8]2.[cH:17]1[cH:18][cH:19][n:20][cH:21][cH:22]1>>[F:1][C:4]1([CH:3]([OH:2])[C:9]#[N:10])[CH2:5][CH2:6][CH2:7][CH2:8]1.